Task: describe an organic reaction: reactants, conditions, products, and yield. Dataset: the Open Reaction Database (ORD), a public repository of structured organic reaction records The reactants are Cc1ccccc1, O=Cc1ccc(O)c(F)c1, O, COC(=O)C=P(c1ccccc1)(c1ccccc1)c1ccccc1. As a reaction SMILES: [CH3:35][c:36]1[cH:37][cH:38][cH:39][cH:40][cH:41]1.[F:25][c:26]1[cH:27][c:28]([CH:29]=[O:30])[cH:31][cH:32][c:33]1[OH:34].[OH2:42].[c:1]1([P:2]([c:3]2[cH:4][cH:5][cH:6][cH:7][cH:8]2)([c:9]2[cH:10][cH:11][cH:12][cH:13][cH:14]2)=[CH:20][C:21](=[O:22])[O:23][CH3:24])[cH:15][cH:16][cH:17][cH:18][cH:19]1>>[CH:20]([C:21](=[O:22])[O:23][CH3:24])=[CH:29][c:28]1[cH:27][c:26]([F:25])[c:33]([OH:34])[cH:32][cH:31]1. Product: COC(=O)C=Cc1ccc(O)c(F)c1. The reactants are BrC=1C=C(C(=O)O)C=C(C1F)S(=O)(=O)Cl (3-Bromo-5-chlorosulfonyl-4-fluoro-benzoic acid), CCN(C(C)C)C(C)C (DiPEA), N1CCOCC1 (morpholine). Solvent: O1CCOCC1.O (dioxane water), CCOC(=O)C (EtOAc). Reaction conditions: time 2 hour. Yields the product BrC=1C=C(C(=O)O)C=C(C1F)S(=O)(=O)N1CCOCC1 (3-Bromo-4-fluoro-5-(morpholine-4-sulfonyl)-benzoic acid). RXN SMILES: [Br:1][C:2]1[CH:3]=[C:4]([CH:8]=[C:9]([S:12](Cl)(=[O:14])=[O:13])[C:10]=1[F:11])[C:5]([OH:7])=[O:6].CCN(C(C)C)C(C)C.[NH:25]1[CH2:30][CH2:29][O:28][CH2:27][CH2:26]1>O1CCOCC1.O.CCOC(C)=O>[Br:1][C:2]1[CH:3]=[C:4]([CH:8]=[C:9]([S:12]([N:25]2[CH2:30][CH2:29][O:28][CH2:27][CH2:26]2)(=[O:14])=[O:13])[C:10]=1[F:11])[C:5]([OH:7])=[O:6] |f:3.4|. Procedure details: To a solution of 3-Bromo-5-chlorosulfonyl-4-fluoro-benzoic acid (3.0 g) in dioxane/water (9/1 (v/v), 30 ml) was added DiPEA (5 ml) and morpholine (1.65 ml). After stirring for 2 h, the mixture was diluted with EtOAc and washed with 2 M aq. HCl. The organic layer was dried (Na2SO4) and concentrated in vacuo. Yield: 2.6 g. The reactants are C(#N)N=C(SC)SC (N-cyano-bis(methylthio)methanimine), CN(CCN)C (2-dimethylaminoethylamine). Run in C(C)O (ethanol). Reaction conditions: time 3 hour. Yields the product C(#N)NC(SC)=NCCN(C)C (N-cyano-N'-(2-dimethylaminoethyl)-S-methylisothiourea). RXN SMILES: [C:1]([N:3]=[C:4](SC)[S:5][CH3:6])#[N:2].[CH3:9][N:10]([CH3:14])[CH2:11][CH2:12][NH2:13]>C(O)C>[C:1]([NH:3][C:4](=[N:13][CH2:12][CH2:11][N:10]([CH3:14])[CH3:9])[S:5][CH3:6])#[N:2]. Reported procedure: A stirred solution of N-cyano-bis(methylthio)methanimine (30 g) in warm ethanol (150 ml) was treated dropwise with 2-dimethylaminoethylamine (24 ml) during 1 hour and stirring was continued for a further period of 3 hours. The resulting white precipitate was recrystallised from ethanol, to give N-cyano-N'-(2-dimethylaminoethyl)-S-methylisothiourea (13.4 g), m.p. 94°-95° C. The reactants are FC=1C(=CC=2C=3C4=C(OC(C3NC2C1)=O)N=CC=C4)C (9-Fluoro-10-methyl-7H-5-oxa-4,7-diaza-benzo[c]fluoren-6-one), BrCC=1C=C(C#N)C=CC1F (3-Bromomethyl-4-fluoro-benzonitrile), CsCO3. Run in CN(C)C=O (DMF), C(C)(=O)OCC (ethyl acetate). Conditions: time 8 hour. Yields the product FC1=C(C=C(C#N)C=C1)CN1C=2C=C(C(=CC2C=2C3=C(OC(C12)=O)N=CC=C3)C)F (4-Fluoro-3-(9-fluoro-10-methyl-6-oxo-6H-5-oxa-4,7-diaza-benzo[c]fluoren-7-ylmethyl)-benzonitrile). The yield is 80.1%. RXN SMILES: [F:1][C:2]1[C:3]([CH3:20])=[CH:4][C:5]2[C:6]3[C:7]4[CH:19]=[CH:18][CH:17]=[N:16][C:8]=4[O:9][C:10](=[O:15])[C:11]=3[NH:12][C:13]=2[CH:14]=1.Br[CH2:22][C:23]1[CH:24]=[C:25]([CH:28]=[CH:29][C:30]=1[F:31])[C:26]#[N:27]>CN(C=O)C.C(OCC)(=O)C>[F:31][C:30]1[CH:29]=[CH:28][C:25]([C:26]#[N:27])=[CH:24][C:23]=1[CH2:22][N:12]1[C:11]2[C:10](=[O:15])[O:9][C:8]3[N:16]=[CH:17][CH:18]=[CH:19][C:7]=3[C:6]=2[C:5]2[CH:4]=[C:3]([CH3:20])[C:2]([F:1])=[CH:14][C:13]1=2. Procedure details: To a solution of 9-Fluoro-10-methyl-7H-5-oxa-4,7-diaza-benzo[c]fluoren-6-one 1G (167 mg, 0.622 mmol) in DMF (3.0 mL) was added 3-Bromomethyl-4-fluoro-benzonitrile (160.0 mg, 0.747 mmol) and CsCO3 (243 mg, 0.747 mmol) at room temperature and the reaction mixture was allowed to stir overnight. The reaction mixture was diluted with ethyl acetate, washed with water and brine, dried over MgSO4, filtered and concentrated in vacuo. The concentrated crude was purified using chromatography over SiO2 usin...